From a dataset of the Open Reaction Database (ORD), a public repository of structured organic reaction records. describe an organic reaction: reactants, conditions, products, and yield Reactants: ClC1=CC(=NC2=CC=C(C=C12)C)N1CCS(C2=C(C1)C=CC=C2)(=O)=O (4-(4-chloro-6-methylquinolin-2-yl)-2,3,4,5-tetrahydro-1,4-benzothiazepine 1,1-dioxide), N1CCC(CC1)N (piperidin-4-amine). Yields the product O=S1(CCN(CC2=C1C=CC=C2)C2=NC1=CC=C(C=C1C(=C2)N2CCC(CC2)N)C)=O (1-[2-(1,1-Dioxido-2,3-dihydro-1,4-benzothiazepin-4(5H)-yl)-6-methylquinolin-4-yl]piperidin-4-amine). RXN SMILES: Cl[C:2]1[C:11]2[C:6](=[CH:7][CH:8]=[C:9]([CH3:12])[CH:10]=2)[N:5]=[C:4]([N:13]2[CH2:19][C:18]3[CH:20]=[CH:21][CH:22]=[CH:23][C:17]=3[S:16](=[O:25])(=[O:24])[CH2:15][CH2:14]2)[CH:3]=1.[NH:26]1[CH2:31][CH2:30][CH:29]([NH2:32])[CH2:28][CH2:27]1>>[O:24]=[S:16]1(=[O:25])[C:17]2[CH:23]=[CH:22][CH:21]=[CH:20][C:18]=2[CH2:19][N:13]([C:4]2[CH:3]=[C:2]([N:26]3[CH2:31][CH2:30][CH:29]([NH2:32])[CH2:28][CH2:27]3)[C:11]3[C:6](=[CH:7][CH:8]=[C:9]([CH3:12])[CH:10]=3)[N:5]=2)[CH2:14][CH2:15]1. Procedure details: The title compound was prepared in analogy to Example 9-1 in Scheme 5 by using 4-(4-chloro-6-methylquinolin-2-yl)-2,3,4,5-tetrahydro-1,4-benzothiazepine 1,1-dioxide (prepared in analogy to the one in Example 2-1) and piperidin-4-amine. MS obsd. (ESI+) [(M+H)+] 437, 1H NMR (400 MHz, CD3OD) δ ppm 8.10-8.08 (m, 1 H), 7.84-7.71 (m, 3 H), 7.62-7.59 (m, 3 H), 6.50 (s, 1 H), 5.34 (s, 2 H), 4.57-4.55 (m, 2 H), 3.96-3.86 (m, 2 H), 3.78-3.76 (m, 2 H), 3.48-3.45 (m, 1 H), 3.13-3.08 (m, 2 H), 2.48 (s, 3 H),...